From a dataset of the Open Reaction Database (ORD), a public repository of structured organic reaction records. describe an organic reaction: reactants, conditions, products, and yield The reactants are O=C([O-])[O-], CC(C)=O, ClCCN1CCOCC1, Cl, [K+], [K+], O=[N+]([O-])c1ccc(O)cc1. Product: O=[N+]([O-])c1ccc(OCCN2CCOCC2)cc1. Reaction SMILES: [C:21](=[O:22])([O-:23])[O-:24].[CH3:27][C:28](=[O:29])[CH3:30].[Cl:12][CH2:13][CH2:14][N:15]1[CH2:16][CH2:17][O:18][CH2:19][CH2:20]1.[ClH:11].[K+:25].[K+:26].[OH:1][c:2]1[cH:3][cH:4][c:5]([N+:8]([O-:9])=[O:10])[cH:6][cH:7]1>>[O:1]([c:2]1[cH:3][cH:4][c:5]([N+:8]([O-:9])=[O:10])[cH:6][cH:7]1)[CH2:13][CH2:14][N:15]1[CH2:16][CH2:17][O:18][CH2:19][CH2:20]1. The reactants are CC(C)(C)OC(=O)NCCCBr, O=C([O-])[O-], CN(C)C=O, CN(c1ccc(F)cc1)S(=O)(=O)c1ccc2[nH]c(=O)c3[nH]cc(C(=O)O)c3c2c1, [K+], [K+]. The product is CN(c1ccc(F)cc1)S(=O)(=O)c1ccc2[nH]c(=O)c3[nH]cc(C(=O)OCCCNC(=O)OC(C)(C)C)c3c2c1. RXN SMILES: [Br:1][CH2:2][CH2:3][CH2:4][NH:5][C:6](=[O:7])[O:8][C:9]([CH3:10])([CH3:11])[CH3:12].[C:13](=[O:14])([O-:15])[O-:16].[CH3:48][N:49]([CH3:50])[CH:51]=[O:52].[F:19][c:20]1[cH:21][cH:22][c:23]([N:26]([S:27](=[O:28])(=[O:29])[c:30]2[cH:31][c:32]3[c:33]4[c:34]([c:35](=[O:40])[nH:36][c:37]3[cH:38][cH:39]2)[nH:41][cH:42][c:43]4[C:44](=[O:45])[OH:46])[CH3:47])[cH:24][cH:25]1.[K+:17].[K+:18]>>[CH2:2]([CH2:3][CH2:4][NH:5][C:6](=[O:7])[O:8][C:9]([CH3:10])([CH3:11])[CH3:12])[O:46][C:44]([c:43]1[c:33]2[c:32]3[cH:31][c:30]([S:27]([N:26]([c:23]4[cH:22][cH:21][c:20]([F:19])[cH:25][cH:24]4)[CH3:47])(=[O:28])=[O:29])[cH:39][cH:38][c:37]3[nH:36][c:35](=[O:40])[c:34]2[nH:41][cH:42]1)=[O:45]. Starting materials: CC(C)OC(=O)/N=N/C(=O)OC(C)C (diisopropylazodicarboxylate), C1(=CC=CC=C1)P(C1=CC=CC=C1)C1=CC=CC=C1 (triphenylphosphine), C(C1=CC=CC=C1)OC[C@H](C)O ((S)-(+)-1-Benzyloxy-2-propanol), NC1=CC(=NN1C1=C(C=CC=C1)O)C(C)(C)C (5-Amino-3-tert-butyl-pyrazol-1-yl-phenol). Run in C1CCOC1 (THF), O (water), CO (MeOH). Run at temperature 0 celsius, time 1.75 hour. The product is C(C1=CC=CC=C1)OC[C@H](OC=1C=C(C=CC1)N1N=C(C=C1N)C(C)(C)C)C (2-[3-((R)-2-Benzyloxy-1-methyl-ethoxy)-phenyl]-5-tert-butyl-2H-pyrazol-3-ylamine). The yield is 44.3%. As a reaction SMILES: [NH2:1][C:2]1[N:6]([C:7]2[CH:12]=[CH:11][CH:10]=[CH:9][C:8]=2O)[N:5]=[C:4]([C:14]([CH3:17])([CH3:16])[CH3:15])[CH:3]=1.C1(P(C2C=CC=CC=2)C2C=CC=CC=2)C=CC=CC=1.[CH2:37]([O:44][CH2:45][C@@H:46]([OH:48])[CH3:47])[C:38]1[CH:43]=[CH:42][CH:41]=[CH:40][CH:39]=1.CC(OC(/N=N/C(OC(C)C)=O)=O)C>C1COCC1.CO.O>[CH2:37]([O:44][CH2:45][C@@H:46]([CH3:47])[O:48][C:9]1[CH:8]=[C:7]([N:6]2[C:2]([NH2:1])=[CH:3][C:4]([C:14]([CH3:17])([CH3:16])[CH3:15])=[N:5]2)[CH:12]=[CH:11][CH:10]=1)[C:38]1[CH:43]=[CH:42][CH:41]=[CH:40][CH:39]=1. Procedure details: A mixture of Intermediate 95a (0.50 g, 2.2 mmol) in dry THF (17 mL) was treated with triphenylphosphine (1.13 g, 4.32 mmol) and (S)-(+)-1-Benzyloxy-2-propanol (0.52 mL, 3.24 mmol). The mixture was cooled to 0° C. then diisopropylazodicarboxylate (0.85 mL, 4.32 mmol) was added dropwise. After stirring at ambient temperature for 1.75 h the mixture was treated with water (0.2 mL) then applied to a pre-conditioned (with MeOH) SCX-2 cartridge. The cartridge was eluted with MeOH then 2N NH3 in, MeOH. ... The reactants are CS(=O)(=O)OC[C@H](OC1OCCCC1)C1=CC=CC=C1 ((R)-2-phenyl-2-(3,4,5,6-tetrahydro-[2H]-pyran-2-yloxy)ethyl methanesulfonate), Cl (hydrochloric acid). Run in CO (methanol). Reaction conditions: time 3 hour. Yields the product CS(=O)(=O)OC[C@@H](C1=CC=CC=C1)O ((R)-2-hydroxy-2-phenylethyl Methanesulfonate). RXN SMILES: [CH3:1][S:2]([O:5][CH2:6][C@@H:7]([C:15]1[CH:20]=[CH:19][CH:18]=[CH:17][CH:16]=1)[O:8]C1CCCCO1)(=[O:4])=[O:3].Cl>CO>[CH3:1][S:2]([O:5][CH2:6][C@H:7]([OH:8])[C:15]1[CH:20]=[CH:19][CH:18]=[CH:17][CH:16]=1)(=[O:4])=[O:3]. Procedure: Into methanol (10 ml) were added (R)-2-phenyl-2-(3,4,5,6-tetrahydro-[2H]-pyran-2-yloxy)ethyl methanesulfonate (2.0 g) and hydrochloric acid (0.07 g), and the resulting mixture was stirred at room temperature for 3 hours. The reaction mixture was neutralized, concentrated, and then ethyl acetate and water were added to the resulting residue. The organic layer was collected by layer separation, washed with a saturated aqueous sodium chloride solution and dried with anhydrous magnesium sulfate. The... The reactants are [H-].[Al+3].[Li+].[H-].[H-].[H-] (Lithium aluminum hydride), CN1CCOC2(C1)CCN(CC2)C2=CC=C(C#N)C=C2 (4-(4-methyl-1-oxa-4,9-diazaspiro[5,5]undecan-9-yl)benzonitrile), S(=O)(=O)([O-])[O-].[Na+].[Na+] (sodium sulfate). Solvent: C1CCOC1 (THF), C1CCOC1 (THF). Reaction conditions: time 40 minute. Product: CN1CCOC2(C1)CCN(CC2)C2=CC=C(C=C2)CN (4-(4-methyl-1-oxa-4,9-diazaspiro[5,5]undecan-9-yl)phenylmethylamine). Isolated yield 106.7%. RXN SMILES: [H-].[Al+3].[Li+].[H-].[H-].[H-].[CH3:7][N:8]1[CH2:13][C:12]2([CH2:18][CH2:17][N:16]([C:19]3[CH:26]=[CH:25][C:22]([C:23]#[N:24])=[CH:21][CH:20]=3)[CH2:15][CH2:14]2)[O:11][CH2:10][CH2:9]1.S([O-])([O-])(=O)=O.[Na+].[Na+]>C1COCC1>[CH3:7][N:8]1[CH2:13][C:12]2([CH2:14][CH2:15][N:16]([C:19]3[CH:26]=[CH:25][C:22]([CH2:23][NH2:24])=[CH:21][CH:20]=3)[CH2:17][CH2:18]2)[O:11][CH2:10][CH2:9]1 |f:0.1.2.3.4.5,7.8.9|. Reported procedure: Lithium aluminum hydride (2 g) was suspended in THF (40 ml) and a solution of 4-(4-methyl-1-oxa-4,9-diazaspiro[5,5]undecan-9-yl)benzonitrile (12 g) in THF (100 ml) was added dropwise under ice-cooling. The mixture was stirred at room temperature for 2 hr 40 min and a saturated aqueous sodium sulfate solution was added portionwise under ice-cooling. The precipitated solid was filtrated and washed with chloroform. The chloroform layer was dried over anhydrous sodium sulfate and, after drying, the ...